Dataset: the Open Reaction Database (ORD), a public repository of structured organic reaction records. Task: describe an organic reaction: reactants, conditions, products, and yield The reactants are Cl.FC1=CC=C(C=C1)C(CCCN1CCC(CC1)C(C1=CC=CC=C1)(C1=CC=CC=C1)O)=O (4' -Fluoro-4-[4-(α -hydroxy-α -phenylbenzyl)piperidino] -butyrophenone hydrochloride), [I-].[K+] (potassium iodide), FC1=CC=C(C=C1)C(CCCN1CCC(CC1)C(C1=CC=CC=C1)(C1=CC=CC=C1)O)=O (4'-fluoro-4-[4-(α-hydroxy-α-phenylbenzyl)piperidino]butyrophenone). Solvent: N1CCCCC1 (piperidine). The product is OC(C1=CC=CC=C1)(C1=CC=CC=C1)C1CCN(CC1)CCCC(=O)C1=CC=C(C=C1)N1CCCCC1 (4-[4-(α-Hydroxy-α-phenylbenzyl)piperidino]-4'-piperidinobutyrophenone). As a reaction SMILES: F[C:2]1[CH:7]=[CH:6][C:5]([C:8](=[O:32])[CH2:9][CH2:10][CH2:11][N:12]2[CH2:17][CH2:16][CH:15]([C:18]([OH:31])([C:25]3[CH:30]=[CH:29][CH:28]=[CH:27][CH:26]=3)[C:19]3[CH:24]=[CH:23][CH:22]=[CH:21][CH:20]=3)[CH2:14][CH2:13]2)=[CH:4][CH:3]=1.Cl.FC1C=CC(C(=O)CCC[N:45]2[CH2:50][CH2:49][CH:48](C(O)(C3C=CC=CC=3)C3C=CC=CC=3)[CH2:47][CH2:46]2)=CC=1.[I-].[K+]>N1CCCCC1>[OH:31][C:18]([CH:15]1[CH2:16][CH2:17][N:12]([CH2:11][CH2:10][CH2:9][C:8]([C:5]2[CH:6]=[CH:7][C:2]([N:45]3[CH2:50][CH2:49][CH2:48][CH2:47][CH2:46]3)=[CH:3][CH:4]=2)=[O:32])[CH2:13][CH2:14]1)([C:25]1[CH:30]=[CH:29][CH:28]=[CH:27][CH:26]=1)[C:19]1[CH:24]=[CH:23][CH:22]=[CH:21][CH:20]=1 |f:1.2,3.4|. Procedure: A mixture of 15 g (0.035 mole) of 4'-fluoro-4-[4-(α-hydroxy-α-phenylbenzyl)piperidino]butyrophenone, the free base of the compound of Example 1, and a small amount of potassium iodide in 100 ml of piperidine was refluxed for 22 hours. The unreacted piperidine was removed under vacuum, and the remaining residue was triturated with water, the water decanted, and the residue dissolved in methanol and added to a large amount of water. The resulting precipitate was dissolved in a large volume of ethe... Reactants: COC(CCC1=NC(=CC=C1OC)C=O)=O (3-(6-formyl-3-methoxy-2-pyridyl)-propionic acid methyl ester). Run in Br (hydrobromic acid). The product is C(=O)C1=CC=C(C(=N1)CCC(=O)O)O (3-(6-formyl-3-hydroxy-2-pyridyl)-propionic acid). Yield: 61.1%. As a reaction SMILES: C[O:2][C:3](=[O:16])[CH2:4][CH2:5][C:6]1[C:11]([O:12]C)=[CH:10][CH:9]=[C:8]([CH:14]=[O:15])[N:7]=1>Br>[CH:14]([C:8]1[N:7]=[C:6]([CH2:5][CH2:4][C:3]([OH:16])=[O:2])[C:11]([OH:12])=[CH:10][CH:9]=1)=[O:15]. Procedure: Under the conditions of example 16K, 8.8 g of 3-(6-formyl-3-methoxy-2-pyridyl)-propionic acid methyl ester in 114 ml of 48% hydrobromic acid is reacted and worked up. 4.7 g of 3-(6-formyl-3-hydroxy-2-pyridyl)-propionic acid is obtained as crude product, which is dissolved in 350 ml of methanol for further reaction and is stirred in the presence of 14.4 g of Amberlyst 15 for 16 hours at room temperature. The methanol is removed in a vacuum, the residue is absorptively precipitated with concentrat... Reactants: ClC=1N=C(C2=C(N1)N(C=C2I)COCC[Si](C)(C)C)OC2CCC2 (2-chloro-4-cyclobutoxy-5-iodo-7-((2-(trimethylsilyl)ethoxy)methyl)-7H-pyrrolo[2,3-d]pyrimidine), CNC(C1=CC=C(C=C1)B1OC(C(O1)(C)C)(C)C)=O (N-methyl-4-(4,4,5,5-tetramethyl-1,3,2-dioxaborolan-2-yl)benzamide), O.O.O.P(=O)([O-])([O-])[O-].[K+].[K+].[K+] (tripotassium phosphate trihydrate), ClC=1N=C(C2=C(N1)N(C=C2C2=CC=C(C(=O)NC)C=C2)COCC[Si](C)(C)C)OC2CCC2 (4-(2-Chloro-4-cyclobutoxy-7-((2-(trimethylsilyl)ethoxy)methyl)-7H-pyrrolo[2,3-d]pyrimidin-5-yl)-N-methylbenzamide), palladium 1,1-bis(diphenylphosphino)ferrocene dichloride, O1CCOCC1 (1,4-dioxane). The solvent is O (water). Reaction conditions: temperature 80 celsius, time 2 hour. The product is C1(CCC1)OC=1C2=C(N=C(N1)NC1=C(C=C(C(=O)NC3COC3)C=C1)OC)NC=C2C2=CC=C(C=C2)C(NC)=O (4-((4-Cyclobutoxy-5-(4-(methylcarbamoyl)phenyl)-7H-pyrrolo[2,3-d]pyrimidin-2-yl)amino)-3-methoxy-N-(oxetan-3-yl)benzamide). Yield: 67.0%. RXN SMILES: Cl[C:2]1[N:3]=[C:4]([O:29][CH:30]2[CH2:33][CH2:32][CH2:31]2)[C:5]2[C:10]([C:11]3[CH:20]=[CH:19][C:14]([C:15]([NH:17][CH3:18])=[O:16])=[CH:13][CH:12]=3)=[CH:9][N:8](COCC[Si](C)(C)C)[C:6]=2[N:7]=1.ClC1N=[C:37]([O:53][CH:54]2CCC2)[C:38]2[C:43](I)=[CH:42][N:41]([CH2:45]OCC[Si](C)(C)C)C=2N=1.C[NH:59][C:60](=O)[C:61]1[CH:66]=CC(B2OC(C)(C)C(C)(C)O2)=CC=1.[OH2:77].O.O.P([O-])([O-])([O-])=O.[K+].[K+].[K+].[O:88]1[CH2:93]COC[CH2:89]1>O>[CH:30]1([O:29][C:4]2[C:5]3[C:10]([C:11]4[CH:20]=[CH:19][C:14]([C:15](=[O:16])[NH:17][CH3:18])=[CH:13][CH:12]=4)=[CH:9][NH:8][C:6]=3[N:7]=[C:2]([NH:59][C:60]3[CH:61]=[CH:66][C:43]([C:42]([NH:41][CH:45]4[CH2:93][O:88][CH2:89]4)=[O:77])=[CH:38][C:37]=3[O:53][CH3:54])[N:3]=2)[CH2:33][CH2:32][CH2:31]1 |f:3.4.5.6.7.8.9|. Procedure: 4-(2-Chloro-4-cyclobutoxy-7-((2-(trimethylsilyl)ethoxy)methyl)-7H-pyrrolo[2,3-d]pyrimidin-5-yl)-N-methylbenzamide. To a degassed mixture of 2-chloro-4-cyclobutoxy-5-iodo-7-((2-(trimethylsilyl)ethoxy)methyl)-7H-pyrrolo[2,3-d]pyrimidine (1 equiv), N-methyl-4-(4,4,5,5-tetramethyl-1,3,2-dioxaborolan-2-yl)benzamide (1.2 equiv) and tripotassium phosphate trihydrate (3 equiv) in a 9:1 mixture of 1,4-dioxane and water (0.1 M) was added palladium 1,1-bis(diphenylphosphino)ferrocene dichloride (0.1 equiv)...